From a dataset of the Open Reaction Database (ORD), a public repository of structured organic reaction records. describe an organic reaction: reactants, conditions, products, and yield The reactants are CNC1=C(C=CC(=C1)OC)[N+](=O)[O-] (N-methyl-5-methoxy-2-nitroaniline), Cl (hydrochloric acid). The reagents and catalysts are [Pd] (Pd-C). Solvent: C(C)O (ethanol). Yields the product NC1=C(NC)C=C(C=C1)OC (2-amino-5-methoxy-N-methylaniline). As a reaction SMILES: [CH3:1][NH:2][C:3]1[CH:8]=[C:7]([O:9][CH3:10])[CH:6]=[CH:5][C:4]=1[N+:11]([O-])=O.Cl>C(O)C.[Pd]>[NH2:11][C:4]1[CH:5]=[CH:6][C:7]([O:9][CH3:10])=[CH:8][C:3]=1[NH:2][CH3:1]. Reported procedure: A solution of 3.7 g (20.4 mmol) N-methyl-5-methoxy-2-nitroaniline in 700 ml ethanol was added 7.4 ml 4N hydrochloric acid, and then hydrogenated at atm. pressure by using 5% Pd-C (0.5 g) as a catalyst. The reaction mixture was filtered and evaporated in vacuo to give 2-amino-5-methoxy-N-methylaniline as crystals. Reactants: FC(F)(F)C(=O)C1=CC=CC=C1 (Trifluoromethylphenyl ketone), C1(=CC=CC=C1)[C@H](C)N ((S)-1-phenylethylamine). Run in C1=CC=CC=C1 (benzene). Yields the product C1(=CC=CC=C1)C(C)N (1-Phenylethylamine). Isolated yield 82.0%. RXN SMILES: FC(C(C1C=CC=CC=1)=O)(F)F.[C:13]1([C@@H:19]([NH2:21])[CH3:20])[CH:18]=[CH:17][CH:16]=[CH:15][CH:14]=1>C1C=CC=CC=1>[C:13]1([CH:19]([NH2:21])[CH3:20])[CH:18]=[CH:17][CH:16]=[CH:15][CH:14]=1. Procedure: Trifluoromethylphenyl ketone (348 mq, 2 mmol) and (S)-1-phenylethylamine (242 mg, 2 mmol) were metered out into a 50-mL round-bottom flask, 20 mL benzene was added, a Dean-Stark trap was mounted, and the system was refluxed. The solvent was removed with the aid of an evaporator, and 1a was produced at a yield of 82%. Rf 0.45 (hex/AcOEt=4:1) 1H NMR d 1.44 (d, 3H, J=6.6 Hz), 4.54 (q,1H, J=6.6 Hz), 7.17-7.35 (m, 8H), 7.47-7.50 (m, 2H); 19F NMR d -71.63(s). 13C NMR d 24.53(s), 61.38(s), 119.77(q, JC... Reactants: CC(=O)O[BH-](OC(C)=O)OC(C)=O, CC(=O)O, CO, ClCCl, [Na+], O=C1CCCC1, NC(=O)c1ccc(-n2cc3c(n2)CCNCC3)cc1. Yields the product NC(=O)c1ccc(-n2cc3c(n2)CCN(C2CCCC2)CC3)cc1. Reaction SMILES: [C:30]([O:31][BH-:32]([O:33][C:34](=[O:35])[CH3:36])[O:37][C:38](=[O:39])[CH3:40])(=[O:41])[CH3:42].[CH3:26][C:27](=[O:28])[OH:29].[CH3:47][OH:48].[Cl:44][CH2:45][Cl:46].[Na+:43].[O:20]=[C:21]1[CH2:22][CH2:23][CH2:24][CH2:25]1.[n:1]1[n:2](-[c:11]2[cH:12][cH:13][c:14]([C:15](=[O:16])[NH2:17])[cH:18][cH:19]2)[cH:3][c:4]2[c:5]1[CH2:6][CH2:7][NH:8][CH2:9][CH2:10]2>>[n:1]1[n:2](-[c:11]2[cH:12][cH:13][c:14]([C:15](=[O:16])[NH2:17])[cH:18][cH:19]2)[cH:3][c:4]2[c:5]1[CH2:6][CH2:7][N:8]([CH:21]1[CH2:22][CH2:23][CH2:24][CH2:25]1)[CH2:9][CH2:10]2. Reactants: COc1cc2c(ccn2S(=O)(=O)c2ccccc2)c(CN(C)C)c1O, CN(C)C=O. The product is COc1cc2c(ccn2S(=O)(=O)c2ccccc2)c(CN(C)C)c1OC. Reaction SMILES: [CH3:1][N:2]([CH3:3])[CH2:4][c:5]1[c:6]2[cH:7][cH:8][n:9]([S:17](=[O:18])(=[O:19])[c:20]3[cH:21][cH:22][cH:23][cH:24][cH:25]3)[c:10]2[cH:11][c:12]([O:15][CH3:16])[c:13]1[OH:14].[O:26]=[CH:27][N:28]([CH3:29])[CH3:30]>>[CH3:1][N:2]([CH3:3])[CH2:4][c:5]1[c:6]2[cH:7][cH:8][n:9]([S:17](=[O:18])(=[O:19])[c:20]3[cH:21][cH:22][cH:23][cH:24][cH:25]3)[c:10]2[cH:11][c:12]([O:15][CH3:16])[c:13]1[O:14][CH3:27]. Starting materials: 95.7, CC(CCOC=1C=CC(=C(C1)S)CCC)C (5-(3-methylbutoxy)-2-propylthiophenol), [OH-].[K+] (potassium hydroxide), [K+].C(#CC(=O)O)C(=O)[O-] (acetylene dicarboxylic acid mono potassium salt). Run in O (water). Yields the product CC(CCOC=1C=CC(=C(C1)S/C(/C(=O)O)=C\C(=O)O)CCC)C ([5-(3-Methylbutoxy)-2-propylphenylthio] fumaric acid). RXN SMILES: [CH3:1][CH:2]([CH3:16])[CH2:3][CH2:4][O:5][C:6]1[CH:7]=[CH:8][C:9]([CH2:13][CH2:14][CH3:15])=[C:10]([SH:12])[CH:11]=1.[OH-].[K+].[K+].[C:20]([C:25]([O-:27])=[O:26])#[C:21][C:22]([OH:24])=[O:23]>O>[CH3:1][CH:2]([CH3:16])[CH2:3][CH2:4][O:5][C:6]1[CH:7]=[CH:8][C:9]([CH2:13][CH2:14][CH3:15])=[C:10]([S:12]/[C:21](=[CH:20]\[C:25]([OH:27])=[O:26])/[C:22]([OH:24])=[O:23])[CH:11]=1 |f:1.2,3.4|. Procedure: A solution of 95.7 parts of 5-(3-methylbutoxy)-2-propylthiophenol, 54 parts of potassium hydroxide and 73 parts of acetylene dicarboxylic acid mono potassium salt in 350 parts of water was refluxed for 40 minutes and cooled. The mixture was filtered through Whatman 54 filter paper to remove an oil residue and the filtrate was acidified to pH 1 with concentrated hydrochloric acid. The resulting yellow precipitate was collected, washed with water and dried in vacuo to give 67.8 parts of the desire... Procedure details: A mixture of 4-cyano-N-(2,5-dimethylphenyl)piperidinecarboxamide (i.e. the product of Example 14, Step A) (12.75 g, 49.6 mmol), sodium hydrosulfide hydrate (11.1 g, 150 mmol) and diethylamine hydrochloride (10.9 g, 100 mmol) in N,N-dimethylformamide (50 mL) was stirred at room temperature for 3 days. The resulting thick, green suspension was added dropwise into ice water (600 mL). The resulting solid was filtered, washed with water and air-dried to give 12.5 g of the title compound as a tan soli... Starting materials: C(#N)C1CCN(CC1)C(=O)NC1=C(C=CC(=C1)C)C (4-cyano-N-(2,5-dimethylphenyl)piperidinecarboxamide), C(#N)C1CCN(CC1)C(=O)NC1=C(C=CC(=C1)C)C (4-cyano-N-(2,5-dimethylphenyl)piperidinecarboxamide), O.[SH-].[Na+] (sodium hydrosulfide hydrate), Cl.C(C)NCC (diethylamine hydrochloride), ice water. Reaction SMILES: [C:1]([CH:3]1[CH2:8][CH2:7][N:6]([C:9]([NH:11][C:12]2[CH:17]=[C:16]([CH3:18])[CH:15]=[CH:14][C:13]=2[CH3:19])=[O:10])[CH2:5][CH2:4]1)#[N:2].O.[SH-:21].[Na+].Cl.C(NCC)C>CN(C)C=O>[CH3:19][C:13]1[CH:14]=[CH:15][C:16]([CH3:18])=[CH:17][C:12]=1[NH:11][C:9]([N:6]1[CH2:7][CH2:8][CH:3]([C:1](=[S:21])[NH2:2])[CH2:4][CH2:5]1)=[O:10] |f:1.2.3,4.5|. Solvent: CN(C=O)C (N,N-dimethylformamide). The product is CC1=C(C=C(C=C1)C)NC(=O)N1CCC(CC1)C(N)=S (N-(2,5-dimethylphenyl)-4-thiocarbamoylpiperidine-carboxamide). Reaction conditions: time 3 day. Starting materials: C(C)OC(NC1=C(C(=NS1)SCCCCC)C#N)=O ((4-Cyano-3-pentylsulfanyl-isothiazol-5-yl)-carbamic acid ethyl ester), S(O)(O)(=O)=O (sulfuric acid). Solvent: ice water. Reaction conditions: temperature 100 celsius. Yields the product NC1=C(C(=NS1)SCCCCC)C(=O)N (5-amino-3-pentylsulfanyl-isothiazole-4-carboxylic acid amide). Yield: 100.0%. As a reaction SMILES: C(OC(=O)[NH:5][C:6]1[S:10][N:9]=[C:8]([S:11][CH2:12][CH2:13][CH2:14][CH2:15][CH3:16])[C:7]=1[C:17]#[N:18])C.S(=O)(=O)(O)[OH:21]>>[NH2:5][C:6]1[S:10][N:9]=[C:8]([S:11][CH2:12][CH2:13][CH2:14][CH2:15][CH3:16])[C:7]=1[C:17]([NH2:18])=[O:21]. Reported procedure: A mixture of (4-Cyano-3-pentylsulfanyl-isothiazol-5-yl)-carbamic acid ethyl ester (2.7 g, 9.0 mmol) and concentrated sulfuric acid (5 mL) was heated to 100° C. for 6 hours. After cooling to ambient temperature, the mixture was diluted with ice water, extracted three times with ethyl acetate, and the combined organic layers were dried over Na2SO4, filtered and concentrated in vacuo, affording 2.2 g (100%) of 5-amino-3-pentylsulfanyl-isothiazole-4-carboxylic acid amide as a yellow oil. 1H NMR (400... Starting materials: CN1CCN2C(NC(C=C21)=O)=O (1-methyl-2,3-dihydroimidazo[1,2-c]pyrimidine-5,7(1H,6H)-dione), O=P(Cl)(Cl)Cl (POCl3). Reaction conditions: temperature 90 celsius, time 6 hour. The product is ClC=1C=C2N(C(N1)=O)CCN2C (7-chloro-1-methyl-2,3-dihydroimidazo[1,2-c]pyrimidin-5(1H)-one). Isolated yield 92.4%. RXN SMILES: [CH3:1][N:2]1[C:10]2[N:5]([C:6](=[O:12])[NH:7][C:8](=O)[CH:9]=2)[CH2:4][CH2:3]1.O=P(Cl)(Cl)[Cl:15]>>[Cl:15][C:8]1[CH:9]=[C:10]2[N:2]([CH3:1])[CH2:3][CH2:4][N:5]2[C:6](=[O:12])[N:7]=1. Reported procedure: A suspension of 1-methyl-2,3-dihydroimidazo[1,2-c]pyrimidine-5,7(1H,6H)-dione (0.41 g, 2.45 mmol) in POCl3 (15 mL, 161 mmol) was stirred at 90° C. for 6 h. The suspension was concentrated in vacuo to remove all of POCl3. Cold water was added to the resultant residue, and then solid NaOH was added dropwise to adjust pH to ˜12. The solution was stirred at rt for 2 h. Aqueous HCl was added to adjust pH to ˜7. Purification via Mass Directed AutoPrep (MDAP) afforded the title compound as a white soli... Starting materials: BrC1=CC=C(C=C1)[C@@H]1N=C(N([C@@H]1C1=CC=C(C=C1)Br)C(=O)Cl)C1=C(C=C(C=C1)C(C)(C)C)OCC ((4S,5R)-4,5-bis-(4-bromo-phenyl)-2-(4-tert-butyl-2-ethoxy-phenyl)-4,5-dihydro-imidazole-1-carbonyl chloride), N1C(CNCC1)=O (2-piperazinone). Yields the product BrC1=CC=C(C=C1)[C@@H]1N=C(N([C@@H]1C1=CC=C(C=C1)Br)C(=O)N1CC(NCC1)=O)C1=C(C=C(C=C1)C(C)(C)C)OCC (4-[(4S,5R)-4,5-Bis-(4-bromo-phenyl)-2-(4-tert-butyl-2-ethoxy-phenyl)-4,5-dihydro-imidazole-1-carbonyl]-piperazin-2-one). RXN SMILES: [Br:1][C:2]1[CH:7]=[CH:6][C:5]([C@H:8]2[C@@H:12]([C:13]3[CH:18]=[CH:17][C:16]([Br:19])=[CH:15][CH:14]=3)[N:11]([C:20](Cl)=[O:21])[C:10]([C:23]3[CH:28]=[CH:27][C:26]([C:29]([CH3:32])([CH3:31])[CH3:30])=[CH:25][C:24]=3[O:33][CH2:34][CH3:35])=[N:9]2)=[CH:4][CH:3]=1.[NH:36]1[CH2:41][CH2:40][NH:39][CH2:38][C:37]1=[O:42]>>[Br:1][C:2]1[CH:7]=[CH:6][C:5]([C@H:8]2[C@@H:12]([C:13]3[CH:18]=[CH:17][C:16]([Br:19])=[CH:15][CH:14]=3)[N:11]([C:20]([N:39]3[CH2:40][CH2:41][NH:36][C:37](=[O:42])[CH2:38]3)=[O:21])[C:10]([C:23]3[CH:28]=[CH:27][C:26]([C:29]([CH3:32])([CH3:31])[CH3:30])=[CH:25][C:24]=3[O:33][CH2:34][CH3:35])=[N:9]2)=[CH:4][CH:3]=1. Reported procedure: 4-[(4S,5R)-4,5-Bis-(4-bromo-phenyl)-2-(4-tert-butyl-2-ethoxy-phenyl)-4,5-dihydro-imidazole-1-carbonyl]-piperazin-2-one was prepared from (4S,5R)-4,5-bis-(4-bromo-phenyl)-2-(4-tert-butyl-2-ethoxy-phenyl)-4,5-dihydro-imidazole-1-carbonyl chloride (example 12b) and 2-piperazinone (Avocado Organics) in an analogous manner as described in example 25. LR-MS: 681.3 [(M+H)+]